This data is from the Open Reaction Database (ORD), a public repository of structured organic reaction records. The task is: describe an organic reaction: reactants, conditions, products, and yield Starting materials: ClC1=CC=C(C=C1)CC(=O)NCC (2-(4-chloro-phenyl)-N-ethyl-acetamide). Run in O1CCCC1 (tetrahydrofuran), CO (methanol), Cl (hydrochloric acid). The product is Cl.ClC1=CC=C(C=C1)CCNCC ([2-(4-Chloro-phenyl)-ethyl]-ethyl-amine hydrochloride). Yield: 99.0%. As a reaction SMILES: [Cl:1][C:2]1[CH:7]=[CH:6][C:5]([CH2:8][C:9]([NH:11][CH2:12][CH3:13])=O)=[CH:4][CH:3]=1>O1CCCC1.CO.Cl>[ClH:1].[Cl:1][C:2]1[CH:3]=[CH:4][C:5]([CH2:8][CH2:9][NH:11][CH2:12][CH3:13])=[CH:6][CH:7]=1 |f:4.5|. Procedure details: A mixture of 2-(4-chloro-phenyl)-N-ethyl-acetamide (preparation 80), (437 mg, 2.22 mmol) and borane tetrahydrofuran complex (1M, 8.88 mL, 8.88 mmol) in tetrahydrofuran was heated under reflux for 18 hours. The cooled reaction mixture was then diluted with methanol (5 mL) and 12M hydrochloric acid (2 mL) and the re-heated to reflux for a further hour. The mixture was cooled to room temperature and concentrated in vacuo. Trituration of the residue with ethyl acetate afforded the title compound as ...